The task is: describe an organic reaction: reactants, conditions, products, and yield. This data is from the Open Reaction Database (ORD), a public repository of structured organic reaction records. Reactants: C(=O)([O-])[O-].[Cs+].[Cs+] (Cs2CO3), ClC1=C2C(=NC=C1C(=O)OC)N(C=C2)S(=O)(=O)C2=CC=C(C)C=C2 (methyl 4-chloro-1-tosyl-1H-pyrrolo[2,3-b]pyridine-5-carboxylate), NC1CN(CCC1)C(=O)OC(C)(C)C (tert-butyl 3-aminopiperidine-1-carboxylate), CC1(C2=C(C(=CC=C2)P(C3=CC=CC=C3)C4=CC=CC=C4)OC5=C(C=CC=C51)P(C6=CC=CC=C6)C7=CC=CC=C7)C (xantphos). The reagents and catalysts are CC(=O)[O-].CC(=O)[O-].[Pd+2] (Pd(OAc)2). The solvent is C1(=CC=CC=C1)C (PhCH3). Product: C(C)(C)(C)OC(=O)N1CC(CCC1)NC1=C2C(=NC=C1C(=O)OC)N(C=C2)S(=O)(=O)C2=CC=C(C)C=C2 (methyl 4-((1-(tert-butoxycarbonyl)piperidin-3-yl)amino)-1-tosyl-1H-pyrrolo[2,3-b]pyridine-5-carboxylate). Yield: 46.7%. Reaction SMILES: Cl[C:2]1[C:7]([C:8]([O:10][CH3:11])=[O:9])=[CH:6][N:5]=[C:4]2[N:12]([S:15]([C:18]3[CH:24]=[CH:23][C:21]([CH3:22])=[CH:20][CH:19]=3)(=[O:17])=[O:16])[CH:13]=[CH:14][C:3]=12.[NH2:25][CH:26]1[CH2:31][CH2:30][CH2:29][N:28]([C:32]([O:34][C:35]([CH3:38])([CH3:37])[CH3:36])=[O:33])[CH2:27]1.CC1(C)C2C(=C(P(C3C=CC=CC=3)C3C=CC=CC=3)C=CC=2)OC2C(P(C3C=CC=CC=3)C3C=CC=CC=3)=CC=CC1=2.C([O-])([O-])=O.[Cs+].[Cs+]>C1(C)C=CC=CC=1.CC([O-])=O.CC([O-])=O.[Pd+2]>[C:35]([O:34][C:32]([N:28]1[CH2:29][CH2:30][CH2:31][CH:26]([NH:25][C:2]2[C:7]([C:8]([O:10][CH3:11])=[O:9])=[CH:6][N:5]=[C:4]3[N:12]([S:15]([C:18]4[CH:24]=[CH:23][C:21]([CH3:22])=[CH:20][CH:19]=4)(=[O:17])=[O:16])[CH:13]=[CH:14][C:3]=23)[CH2:27]1)=[O:33])([CH3:38])([CH3:36])[CH3:37] |f:3.4.5,7.8.9|. Reported procedure: To a solution of methyl 4-chloro-1-tosyl-1H-pyrrolo[2,3-b]pyridine-5-carboxylate (1 g, 2.7 mmol, 1.0 eq) and tert-butyl 3-aminopiperidine-1-carboxylate (659 mg, 3.3 mmol, 1.2 eq) in PhCH3 (20 mL) was added Pd(OAc)2 (65 mg, 0.27 mmol, 0.1 eq), xantphos (250 mg, 0.41 mmol, 0.15 eq) and. Cs2CO3 (2.64 g, 8.1 mmol, 3.0 eq) and the mixture was heated at 100° C. for 16 h. After cooling to rt, the mixture was filtered and the filtrate was concentrated in vacuo to afford an oil which was purified by sili...